From a dataset of the Open Reaction Database (ORD), a public repository of structured organic reaction records. describe an organic reaction: reactants, conditions, products, and yield Reactants: CO, OC1(C2CC2)CN(C(c2ccccc2)c2ccccc2)C1, Cl, [OH-], [OH-], [Pd+2]. Yields the product Cl, OC1(C2CC2)CNC1. Reaction SMILES: [CH3:23][OH:24].[CH:1]([c:2]1[cH:3][cH:4][cH:5][cH:6][cH:7]1)([c:8]1[cH:9][cH:10][cH:11][cH:12][cH:13]1)[N:14]1[CH2:15][C:16]([OH:18])([CH:19]2[CH2:20][CH2:21]2)[CH2:17]1.[ClH:22].[OH-:25].[OH-:26].[Pd+2:27]>>[ClH:22].[NH:14]1[CH2:15][C:16]([OH:18])([CH:19]2[CH2:20][CH2:21]2)[CH2:17]1. The reactants are [Cl-].COC1=CC=C(C=C1)C(=O)C(=O)C1=CC=CC=C1 (4-methoxy benzil chloride), P(OCC)(OCC)OCC (triethyl phosphite). Yields the product C(C)OP(OCC)=O.COC1=CC=C(C=C1)C(=O)C(=O)C1=CC=CC=C1 (4-methoxy benzil diethylphosphonate). Reaction SMILES: [Cl-].[CH3:2][O:3][C:4]1[CH:9]=[CH:8][C:7]([C:10]([C:12]([C:14]2[CH:19]=[CH:18][CH:17]=[CH:16][CH:15]=2)=[O:13])=[O:11])=[CH:6][CH:5]=1.[P:20]([O:27]CC)([O:24][CH2:25][CH3:26])[O:21][CH2:22][CH3:23]>>[CH2:22]([O:21][PH:20](=[O:27])[O:24][CH2:25][CH3:26])[CH3:23].[CH3:2][O:3][C:4]1[CH:5]=[CH:6][C:7]([C:10]([C:12]([C:14]2[CH:19]=[CH:18][CH:17]=[CH:16][CH:15]=2)=[O:13])=[O:11])=[CH:8][CH:9]=1 |f:0.1,3.4|. Reported procedure: 156.6 parts of 4-methoxy benzil chloride and 332.0 parts of triethyl phosphite are reacted at 150° C. for 5 hours. Starting materials: C1CCOC1, O=S(=O)(O)O, c1cc(N2CCC3(CC2)OCCO3)ccn1. As a reaction SMILES: [O:22]1[CH2:23][CH2:24][CH2:25][CH2:26]1.[S:17](=[O:18])(=[O:19])([OH:20])[OH:21].[n:1]1[cH:2][cH:3][c:4]([N:7]2[CH2:8][CH2:9][C:10]3([O:11][CH2:14][CH2:13][O:12]3)[CH2:15][CH2:16]2)[cH:5][cH:6]1>>[n:1]1[cH:2][cH:3][c:4]([N:7]2[CH2:8][CH2:9][C:10](=[O:11])[CH2:15][CH2:16]2)[cH:5][cH:6]1. Product: O=C1CCN(c2ccncc2)CC1.